This data is from the Open Reaction Database (ORD), a public repository of structured organic reaction records. The task is: describe an organic reaction: reactants, conditions, products, and yield Starting materials: CC1=C(N)C=CC(=C1)C (2,4-dimethylaniline), C1(=CC=CC=C1)S(=O)(=O)N1C=C(C=2C1=NC=CC2)C2=NC(=NC=C2)Cl (1-benzenesulfonyl-3-(2-chloro-pyrimidin-4-yl)-1H-pyrrolo[2,3-b]pyridine). The product is CC1=C(C=CC(=C1)C)NC1=NC=CC(=N1)C1=CNC2=NC=CC=C21 ((2,4-Dimethylphenyl)-[4-(1H-pyrrolo[2,3-b]pyridin-3-yl)-pyrimidin-2-yl]-amine). Yield: 43.5%. Reaction SMILES: [CH3:1][C:2]1[CH:8]=[C:7]([CH3:9])[CH:6]=[CH:5][C:3]=1[NH2:4].C1(S([N:19]2[C:23]3=[N:24][CH:25]=[CH:26][CH:27]=[C:22]3[C:21]([C:28]3[CH:33]=[CH:32][N:31]=[C:30](Cl)[N:29]=3)=[CH:20]2)(=O)=O)C=CC=CC=1>>[CH3:1][C:2]1[CH:8]=[C:7]([CH3:9])[CH:6]=[CH:5][C:3]=1[NH:4][C:30]1[N:29]=[C:28]([C:21]2[C:22]3[C:23](=[N:24][CH:25]=[CH:26][CH:27]=3)[NH:19][CH:20]=2)[CH:33]=[CH:32][N:31]=1. Procedure details: Using the procedure of example 1, 2,4-dimethylaniline (98 mg) was reacted with compound 1f (100 mg) to provide compound 33 (37 mg, 44%). 1H NMR (400 MHz, CD3OD) δ 8.50 (d, J=8.0 Hz, 1H), 8.21 (d, J=4.8 Hz, 1H), 8.18 (s, 1H), 8.17 (d, J=5.6 Hz, 1H), 7.36 (d, J=8.0 Hz, 1H), 7.14 (s, 1H), 7.12 (d, J=5.6 Hz, 1H), 7.07 (d, J=8.0 Hz, 1H), 7.03 (dd, J=8.0 Hz, 4.8 Hz, 1H), 2.38 (s, 3H), 2.26 (s, 3H). MS (ESI) m/z: 316 (M+H)+. Reactants: CC1=CC=C(O1)C=1C2=C(N=C(N1)N)N=NN2 (7-(5-methyl-2-furyl)-1H-[1,2,3]triazolo[4,5-d]pyrimidin-5-ylamine), BrCC1=NC(=CC=C1)COCC1COCC1 (2-bromomethyl-6-(tetrahydrofuran-3-ylmethoxymethyl)pyridine). Yields the product O1CC(CC1)COCC1=CC=CC(=N1)CN1N=NC2=C1N=C(N=C2C=2OC(=CC2)C)N ((RS)-3-{6-(Tetrahydrofuran-3-ylmethoxymethyl]pyridin-2-ylmethyl}-7-(5-methyl-2-furyl)-3H-[1,2,3]triazolo[4,5-d]pyrimidin-5-ylamine). As a reaction SMILES: [CH3:1][C:2]1[O:6][C:5]([C:7]2[C:8]3[NH:16][N:15]=[N:14][C:9]=3[N:10]=[C:11]([NH2:13])[N:12]=2)=[CH:4][CH:3]=1.Br[CH2:18][C:19]1[CH:24]=[CH:23][CH:22]=[C:21]([CH2:25][O:26][CH2:27][CH:28]2[CH2:32][CH2:31][O:30][CH2:29]2)[N:20]=1>>[O:30]1[CH2:31][CH2:32][CH:28]([CH2:27][O:26][CH2:25][C:21]2[N:20]=[C:19]([CH2:18][N:14]3[C:9]4[N:10]=[C:11]([NH2:13])[N:12]=[C:7]([C:5]5[O:6][C:2]([CH3:1])=[CH:3][CH:4]=5)[C:8]=4[N:16]=[N:15]3)[CH:24]=[CH:23][CH:22]=2)[CH2:29]1. Procedure details: Prepared from 7-(5-methyl-2-furyl)-1H-[1,2,3]triazolo[4,5-d]pyrimidin-5-ylamine and 2-bromomethyl-6-(tetrahydrofuran-3-ylmethoxymethyl)pyridine by the alkylation method described for Example 36. Reactants: P(OC1=CC=CC=C1)(OCC(C)(C)C)[O-] (phenyl neopentyl phosphite), OC1=CC=C(C=C1)C(C)(C)C1=CC=C(C=C1)O (bisphenol-A), C[O-].[Na+] (sodium methoxide). Reaction conditions: temperature 130 celsius. The product is C(C(C)(C)C)P(O)(O)O.C(C(C)(C)C)P(O)(O)O.OC1=CC=C(C=C1)C(C)(C)C1=CC=C(C=C1)O (Bisphenol-A-bis(neopentyl phosphite)). RXN SMILES: [P:1]([O-:15])([O:9]CC(C)(C)C)[O:2]C1C=CC=CC=1.[OH:16][C:17]1[CH:22]=[CH:21][C:20]([C:23]([C:26]2[CH:31]=[CH:30][C:29]([OH:32])=[CH:28][CH:27]=2)([CH3:25])[CH3:24])=[CH:19][CH:18]=1.C[O-].[Na+]>>[CH2:20]([PH:1]([OH:15])([OH:9])[OH:2])[C:23]([CH3:26])([CH3:25])[CH3:24].[CH2:20]([PH:1]([OH:15])([OH:9])[OH:2])[C:23]([CH3:26])([CH3:25])[CH3:24].[OH:16][C:17]1[CH:18]=[CH:19][C:20]([C:23]([C:26]2[CH:27]=[CH:28][C:29]([OH:32])=[CH:30][CH:31]=2)([CH3:25])[CH3:24])=[CH:21][CH:22]=1 |f:2.3,4.5.6|. Procedure: A mixture of 272 g (1.2 mole) of phenyl neopentyl phosphite, 126 g (0.55 mole) of bisphenol-A (BPA) and 1 g of sodium methoxide were heated together in a round-bottom flask. The temperature of the reaction vessel was raised to 130° C. and a vacuum was applied. Phenol was distilled over at 90° C. head temperature at 35 mm. The temperature was raised slowly to 160° C. and the vacuum increased to 0.2 mm Hg to remove any remaining phenol and unreacted phenyl neopentyl phosphite. The proton NMR spect... Starting materials: COC1=CC(=NC(=C1)Cl)C(=O)O (4-methoxy-6-chloro picolinic acid), C1=CN(C=N1)C(=O)N2C=CN=C2 (CDI), O (H2O), [NH4+].[OH-] (NH4OH). The solvent is CN(C)C=O (DMF), C(Cl)Cl (DCM). Run at time 5 minute. The product is ClC1=CC(=CC(=N1)C(=O)N)OC (6-chloro-4-methoxy-pyridine-2-carboxylic acid amide). The yield is 61.0%. RXN SMILES: [CH3:1][O:2][C:3]1[CH:8]=[C:7]([Cl:9])[N:6]=[C:5]([C:10]([OH:12])=O)[CH:4]=1.C1N=C[N:15](C(N2C=NC=C2)=O)C=1.[NH4+].[OH-].O>CN(C=O)C.C(Cl)Cl>[Cl:9][C:7]1[N:6]=[C:5]([C:10]([NH2:15])=[O:12])[CH:4]=[C:3]([O:2][CH3:1])[CH:8]=1 |f:2.3|. Procedure details: To a solution of 4-methoxy-6-chloro picolinic acid (25 mmol) in anhydrous DMF (48 mL) was added CDI (27.5 mmol) at 0° C. The reaction mixture was stirred for 5 min in an ice-bath and then stirred at room temperature. After the reaction was completed, NH4OH (190 mL) was added and the reaction mixture was stirred at room temperature for 6 hrs. The mixture was partioned between H2O (200 mL) and DCM (300 mL). The organic layer was washed with H2O and brine, dried over MgSO4, filtered, and concentrat... Reactants: C(C1=CC=CC=C1)N(C1=C(C=C(C(=C1)C)Br)F)CC1=CC=CC=C1 (N,N-dibenzyl-4-bromo-2-fluoro-5-methylbenzenamine), N1(CCNCC1)C(=O)OC(C)(C)C (tert-butyl piperazine-1-carboxylate), C1(=CC=CC=C1)P(C1=C(C2=CC=CC=C2C=C1)C1=C(C=CC2=CC=CC=C12)P(C1=CC=CC=C1)C1=CC=CC=C1)C1=CC=CC=C1 (2,2′-bis(diphenylphosphino)-1,1′-binaphthyl), C([O-])([O-])=O.[Cs+].[Cs+] (cesium carbonate). The solvent is C1(=CC=CC=C1)C (toluene). Procedure details: A suspension of the product of Example 51A (3.2 g, 8.4 mmol), tert-butyl piperazine-1-carboxylate (1.9 g, 10.1 mmol), palladium(II) acetate (189 mg, 0.84 mmol), 2,2′-bis(diphenylphosphino)-1,1′-binaphthyl (1.05 g, 1.7 mmol) and cesium carbonate (5.5 g, 16.8 mmol) in toluene (200 mL) was heated at reflux under nitrogen for 16 hours. After concentration, the residue was purified by flash chromatography on silica gel (200-300 mesh) eluting with 10/1 petroleum ether/ethyl acetate to give the title c... The reagents and catalysts are C(C)(=O)[O-].[Pd+2].C(C)(=O)[O-] (palladium(II) acetate). The product is C(C1=CC=CC=C1)N(C1=CC(=C(C=C1F)N1CCN(CC1)C(=O)OC(C)(C)C)C)CC1=CC=CC=C1 (tert-butyl 4-(4-(dibenzylamino)-5-fluoro-2-methylphenyl)piperazine-1-carboxylate). RXN SMILES: [CH2:1]([N:8]([CH2:18][C:19]1[CH:24]=[CH:23][CH:22]=[CH:21][CH:20]=1)[C:9]1[CH:14]=[C:13]([CH3:15])[C:12](Br)=[CH:11][C:10]=1[F:17])[C:2]1[CH:7]=[CH:6][CH:5]=[CH:4][CH:3]=1.[N:25]1([C:31]([O:33][C:34]([CH3:37])([CH3:36])[CH3:35])=[O:32])[CH2:30][CH2:29][NH:28][CH2:27][CH2:26]1.C1(P(C2C=CC=CC=2)C2C=CC3C(=CC=CC=3)C=2C2C3C(=CC=CC=3)C=CC=2P(C2C=CC=CC=2)C2C=CC=CC=2)C=CC=CC=1.C(=O)([O-])[O-].[Cs+].[Cs+]>C1(C)C=CC=CC=1.C([O-])(=O)C.[Pd+2].C([O-])(=O)C>[CH2:1]([N:8]([CH2:18][C:19]1[CH:24]=[CH:23][CH:22]=[CH:21][CH:20]=1)[C:9]1[C:10]([F:17])=[CH:11][C:12]([N:28]2[CH2:27][CH2:26][N:25]([C:31]([O:33][C:34]([CH3:37])([CH3:36])[CH3:35])=[O:32])[CH2:30][CH2:29]2)=[C:13]([CH3:15])[CH:14]=1)[C:2]1[CH:7]=[CH:6][CH:5]=[CH:4][CH:3]=1 |f:3.4.5,7.8.9|.